This data is from the Open Reaction Database (ORD), a public repository of structured organic reaction records. The task is: describe an organic reaction: reactants, conditions, products, and yield The reactants are [H-], [Na+], CN(C)C=O, O, O=C(Cl)c1cn(-c2cccc(-c3ccccc3)c2)cn1, c1cn[nH]c1. The product is O=C(c1cn(-c2cccc(-c3ccccc3)c2)cn1)n1cccn1. Reaction SMILES: [H-:1].[Na+:2].[O:29]=[CH:30][N:31]([CH3:32])[CH3:33].[OH2:28].[c:8]1(-[c:22]2[cH:23][cH:24][cH:25][cH:26][cH:27]2)[cH:9][c:10](-[n:14]2[cH:15][n:16][c:17]([C:19](=[O:20])[Cl:21])[cH:18]2)[cH:11][cH:12][cH:13]1.[nH:3]1[n:4][cH:5][cH:6][cH:7]1>>[n:3]1([C:19]([c:17]2[n:16][cH:15][n:14](-[c:10]3[cH:9][c:8](-[c:22]4[cH:23][cH:24][cH:25][cH:26][cH:27]4)[cH:13][cH:12][cH:11]3)[cH:18]2)=[O:20])[n:4][cH:5][cH:6][cH:7]1.